Dataset: the Open Reaction Database (ORD), a public repository of structured organic reaction records. Task: describe an organic reaction: reactants, conditions, products, and yield Reactants: CC1=CC(=NO1)N (5-Methyl-isoxazol-3-ylamine), C1(CCC1)CN(C1=C(C=C2C(=N1)N(N=C2C)C)C=O)CC (6-(cyclobutylmethyl-ethyl-amino)-1,3-dimethyl-1H-pyrazolo[3,4-b]pyridine-5-carbaldehyde), C(C)(=O)O[BH-](OC(C)=O)OC(C)=O.[Na+] (sodium triacetoxyborohydride). Run in C(Cl)(Cl)Cl (chloroform), C(C)(=O)O (acetic acid). Conditions: time 15 minute. The product is C1(CCC1)CN(CC)C1=C(C=C2C(=N1)N(N=C2C)C)CNC2=NOC(=C2)C (cyclobutylmethyl-{1,3-dimethyl-5-[(5-methyl-isoxazol-3-ylamino)-methyl]-1H-pyrazolo[3,4-b]pyridin-6-yl}-ethyl-amine). Reaction SMILES: [CH3:1][C:2]1[O:6][N:5]=[C:4]([NH2:7])[CH:3]=1.[CH:8]1([CH2:12][N:13]([CH2:27][CH3:28])[C:14]2[N:19]=[C:18]3[N:20]([CH3:24])[N:21]=[C:22]([CH3:23])[C:17]3=[CH:16][C:15]=2[CH:25]=O)[CH2:11][CH2:10][CH2:9]1.C(O[BH-](OC(=O)C)OC(=O)C)(=O)C.[Na+]>C(Cl)(Cl)Cl.C(O)(=O)C>[CH:8]1([CH2:12][N:13]([C:14]2[N:19]=[C:18]3[N:20]([CH3:24])[N:21]=[C:22]([CH3:23])[C:17]3=[CH:16][C:15]=2[CH2:25][NH:7][C:4]2[CH:3]=[C:2]([CH3:1])[O:6][N:5]=2)[CH2:27][CH3:28])[CH2:11][CH2:10][CH2:9]1 |f:2.3|. Reported procedure: 5-Methyl-isoxazol-3-ylamine (0.37 g, 3.8 mmol) was added to a solution of 6-(cyclobutylmethyl-ethyl-amino)-1,3-dimethyl-1H-pyrazolo[3,4-b]pyridine-5-carbaldehyde (0.54 g, 1.9 mmol) in anhydrous chloroform (20 mL) and acetic acid (0.2 mL) under nitrogen. After stirring for 15 min at RT, sodium triacetoxyborohydride (1.20 g, 5.7 mmol) was added slowly and this mixture was stirred at RT overnight. After evaporation of chloroform in vacuo, water (30 mL) and ethyl acetate (30 mL) were added to the re... The reactants are C(C)OC(=O)C=1N=NC(=NN1)C(=O)OCC (1,2,4,5-Tetrazine-3,6-dicarboxylic acid diethyl ester), N1C=CC2=CC=CC=C12 (indole). Solvent: C(Cl)Cl (methylene chloride), C(Cl)Cl (methylene chloride). Conditions: time 4 hour. The product is C=1(N=NC(=C2NC=3C=CC=CC3C21)C(=O)OCC)C(=O)OCC (Diethyl 5H-pyridazino-[4,5-b]-indole-1,4-dicarboxylate). Yield: 49.6%. As a reaction SMILES: [CH2:1]([O:3][C:4]([C:6]1[N:7]=[N:8][C:9]([C:12]([O:14][CH2:15][CH3:16])=[O:13])=NN=1)=[O:5])[CH3:2].[NH:17]1[C:25]2[C:20](=[CH:21][CH:22]=[CH:23][CH:24]=2)[CH:19]=[CH:18]1>C(Cl)Cl>[C:6]1([C:4]([O:3][CH2:1][CH3:2])=[O:5])[N:7]=[N:8][C:9]([C:12]([O:14][CH2:15][CH3:16])=[O:13])=[C:18]2[C:19]=1[C:20]1[CH:21]=[CH:22][CH:23]=[CH:24][C:25]=1[NH:17]2. Procedure: To a solution of 5.71 (318 mg, 1.61 mmol) in anhydrous methylene chloride (15 mL) was added a solution of indole (100 mg, 0.85 mmol) in anhydrous methylene chloride (50 mL) dropwise over 4 h with stirring at mild reflux. Following the addition, stirring was continued for 4 h and the reaction mixture was then cooled down. After filtration, the filtrate was evaporated under (reduced pressure and the residue oil was submitted to chromatography (flash column, silica gel, methylene chloride:ethyl ace... Starting materials: C(C#C)OC1=C(C=CC=C1)OCC1CO1 (2-propargyloxy-l-(2,3-epoxypropoxy)benzene), Cl.C1C(CCC2=CC=CC=C12)NCC(CC1=C(C=CC=C1)OCC#C)O (N-(1,2,3,4-tetrahydronaphth-2-yl)-2-hydroxy-3-(2-propargyloxyphenyl)propanamine hydrochloride). Run in C(C)O (ethanol). The product is NC1CC2=CC=CC=C2CC1 (2-aminotetralin). Reaction SMILES: C(OC1C=CC=CC=1OCC1OC1)C#C.Cl.[CH2:17]1[C:26]2[C:21](=[CH:22][CH:23]=[CH:24][CH:25]=2)[CH2:20][CH2:19][CH:18]1[NH:27]CC(O)CC1C=CC=CC=1OCC#C>C(O)C>[NH2:27][CH:18]1[CH2:19][CH2:20][C:21]2[C:26](=[CH:25][CH:24]=[CH:23][CH:22]=2)[CH2:17]1 |f:1.2|. Procedure: Following the procedure of Example 27, but starting from 2-propargyloxy-l-(2,3-epoxypropoxy)benzene (2.04 g) and 2-aminotetralin in absolute ethanol (30 ml), N-(1,2,3,4-tetrahydronaphth-2-yl)-2-hydroxy-3-(2-propargyloxyphenyl)propanamine hydrochloride is obtained, m.p. 129°-130° C. (Ex. 85). Starting materials: Br, COC(=O)N1CCC(c2cc(=O)[nH]o2)CC1Cc1ccc(C(F)(F)F)cc1. The product is O=c1cc(C2CCNC(Cc3ccc(C(F)(F)F)cc3)C2)o[nH]1. Reaction SMILES: [BrH:28].[O:1]=[c:2]1[nH:3][o:4][c:5]([CH:7]2[CH2:8][CH:9]([CH2:17][c:18]3[cH:19][cH:20][c:21]([C:24]([F:25])([F:26])[F:27])[cH:22][cH:23]3)[N:10]([C:13]([O:14][CH3:15])=[O:16])[CH2:11][CH2:12]2)[cH:6]1>>[O:1]=[c:2]1[nH:3][o:4][c:5]([CH:7]2[CH2:8][CH:9]([CH2:17][c:18]3[cH:19][cH:20][c:21]([C:24]([F:25])([F:26])[F:27])[cH:22][cH:23]3)[NH:10][CH2:11][CH2:12]2)[cH:6]1.